describe an organic reaction: reactants, conditions, products, and yield From a dataset of the Open Reaction Database (ORD), a public repository of structured organic reaction records. The reactants are COC(C1=CN=C(C(=C1)N)N)=O (5,6-diamino-nicotinic acid methyl ester), C1(=C(C(=CC(=C1)C)C)S(=O)(=O)ON)C (O-mesitylene-sulfonylhydroxylamine), S1C(=NC=C1)C=O (thiazole-2-carboxaldehyde). The product is COC(=O)C=1C=C(C=2N(C1)N=C(N2)C=2SC=CN2)N (8-Amino-2-thiazol-2-yl-[1,2,4]triazolo[1,5-a]pyridine-6-carboxylic Acid Methyl Ester). Reaction SMILES: [CH3:1][O:2][C:3](=[O:12])[C:4]1[CH:9]=[C:8]([NH2:10])[C:7]([NH2:11])=[N:6][CH:5]=1.C1(C)C=C(C)C=C(C)C=1S(O[NH2:25])(=O)=O.[S:27]1[CH:31]=[CH:30][N:29]=[C:28]1[CH:32]=O>>[CH3:1][O:2][C:3]([C:4]1[CH:9]=[C:8]([NH2:10])[C:7]2[N:6]([N:25]=[C:32]([C:28]3[S:27][CH:31]=[CH:30][N:29]=3)[N:11]=2)[CH:5]=1)=[O:12]. Procedure details: The title compound, MS m/e (%): 276.1 (M+, 100), was prepared in accordance with the general method of example 1 from 5,6-diamino-nicotinic acid methyl ester, O-mesitylene-sulfonylhydroxylamine, and thiazole-2-carboxaldehyde. The purification was performed by flash column chromatography on silica eluting with a mixture of ethyl acetate and n-hexane. Reactants: CCc1nc2ccccc2n1-c1nc(N2CCOCC2)c2nc(C3(O)CN(C(=O)OC(C)(C)C)C3)n(C)c2n1, C1CCOC1, COCCN(CCOC)S(F)(F)F. Product: CCc1nc2ccccc2n1-c1nc(N2CCOCC2)c2nc(C3(F)CN(C(=O)OC(C)(C)C)C3)n(C)c2n1. RXN SMILES: [C:1]([CH3:2])([CH3:3])([CH3:4])[O:5][C:6](=[O:7])[N:8]1[CH2:9][C:10]([OH:12])([c:13]2[n:14]([CH3:39])[c:15]3[n:16][c:17](-[n:28]4[c:29]([CH2:37][CH3:38])[n:30][c:31]5[c:32]4[cH:33][cH:34][cH:35][cH:36]5)[n:18][c:19]([N:22]4[CH2:23][CH2:24][O:25][CH2:26][CH2:27]4)[c:20]3[n:21]2)[CH2:11]1.[CH2:53]1[O:54][CH2:55][CH2:56][CH2:57]1.[CH3:40][O:41][CH2:42][CH2:43][N:44]([S:45]([F:46])([F:47])[F:50])[CH2:48][CH2:49][O:51][CH3:52]>>[C:1]([CH3:2])([CH3:3])([CH3:4])[O:5][C:6](=[O:7])[N:8]1[CH2:9][C:10]([c:13]2[n:14]([CH3:39])[c:15]3[n:16][c:17](-[n:28]4[c:29]([CH2:37][CH3:38])[n:30][c:31]5[c:32]4[cH:33][cH:34][cH:35][cH:36]5)[n:18][c:19]([N:22]4[CH2:23][CH2:24][O:25][CH2:26][CH2:27]4)[c:20]3[n:21]2)([F:50])[CH2:11]1.